Dataset: the Open Reaction Database (ORD), a public repository of structured organic reaction records. Task: describe an organic reaction: reactants, conditions, products, and yield Starting materials: C(C)(C)(C)OC(=O)N[C@@H](CCCN)C(=O)O (Nα-tert-Butyloxycarbonyl-ornitine), C(=O)C1=C(C=CC=C1)B(O)O (2-formylphenylboronic acid), secondary amine, methyl ester, [BH4-].[Na+] (sodium borohydride), C[Si](C)(C)Cl (trimethylsilyl chloride). The solvent is CO.C(C)N(CC)CC (methanol triethylamine), CO (methanol). The product is Cl.Cl.N[C@@H](CCCN)C(=O)OC (methyl ornitinate, dihydrochloride). As a reaction SMILES: C(OC([NH:8][C@H:9]([C:14]([OH:16])=[O:15])[CH2:10][CH2:11][CH2:12][NH2:13])=O)(C)(C)C.[CH:17](C1C=CC=CC=1B(O)O)=O.[BH4-].[Na+].C[Si]([Cl:34])(C)C>CO.C(N(CC)CC)C.CO>[ClH:34].[ClH:34].[NH2:8][C@H:9]([C:14]([O:16][CH3:17])=[O:15])[CH2:10][CH2:11][CH2:12][NH2:13] |f:2.3,5.6,8.9.10|. Reported procedure: Nα-tert-Butyloxycarbonyl-ornitine was reacted with 2-formylphenylboronic acid in methanol-triethylamine and subsequently treated with sodium borohydride (Wiskur et al, Org. Letters 2001, 3, 1311). The resulting secondary amine was transformed to the methyl ester by treatment with methanol and trimethylsilyl chloride, 10:1, to give N′-(2-boronobenzyl), methyl ornitinate, dihydrochloride. Reactants: CS(=O)C (dimethylsulfoxide), [C-]#N.[Na+] (sodium cyanide), CS(=O)C (dimethylsulfoxide), S1C(=CC=C1)C(=O)C=1C=C(C=CC1)C(C)Cl (α-chloro-α-methyl-m-tolyl 2-thienyl ketone), CS(=O)C (dimethylsulfoxide). The solvent is O (water). Product: S1C(=CC=C1)C(=O)C=1C=C(C=CC1)C(C)C#N (α-cyano-α-methyl-m-tolyl 2-thienyl ketone). RXN SMILES: [C-:1]#[N:2].[Na+].CS(C)=O.[S:8]1[CH:12]=[CH:11][CH:10]=[C:9]1[C:13]([C:15]1[CH:16]=[C:17]([CH:21](Cl)[CH3:22])[CH:18]=[CH:19][CH:20]=1)=[O:14]>O>[S:8]1[CH:12]=[CH:11][CH:10]=[C:9]1[C:13]([C:15]1[CH:16]=[C:17]([CH:21]([C:1]#[N:2])[CH3:22])[CH:18]=[CH:19][CH:20]=1)=[O:14] |f:0.1|. Procedure: To a stirred and hot mixture of 2.7 parts of sodium cyanide in 20 parts of dimethylsulfoxide is added dropwise a solution of 5.8 parts of α-chloro-α-methyl-m-tolyl 2-thienyl ketone in 10 parts of dimethylsulfoxide at 60° C. Another 5 parts of dimethylsulfoxide is added and the whole is stirred for 2.5 hours at 50°-55° C. The reaction mixture is poured onto 35 parts of water and the product is extracted with ether and ethyl acetate. The combined organic layers are washed with water, dried, filter... Reaction conditions: time 2 hour. The product is C(CC)OC(CCC(=O)O)C (4-propoxyvaleric acid). Starting materials: S(O)(O)(=O)=O (sulfuric acid), C1=CC=CC=C1 (Benzene), [OH-].[K+] (KOH), C(CC)OC(CC(C(=O)OCC)C(=O)OCC)C (ethyl 4-propoxy-2-ethoxycarbonylvalerate). Run in O (water), O (water). Isolated yield 61.7%. Procedure: Then, 87 g of 85% KOH was dissolved in 87 ml of water, and 100 g of the above ethyl 4-propoxy-2-ethoxycarbonylvalerate was added at 15°-25° C. in 45 min. The mixture was stirred at 90°-96° C. for 2 hours, and then cooled. While keeping the temperature below 20° C., a solution of 138 g of conc. sulfuric acid in 194 ml of water was added dropwise in 30 min. The mixture was stirred at 90°-95° C. for 3 hours, cooled to room temperature and then subjected to extraction with ether. The ether layer was... Reaction SMILES: [OH-].[K+].[CH2:3]([O:6][CH:7]([CH3:20])[CH2:8][CH:9](C(OCC)=O)[C:10]([O:12]CC)=[O:11])[CH2:4][CH3:5].S(=O)(=O)(O)O.C1C=CC=CC=1>O>[CH2:3]([O:6][CH:7]([CH3:20])[CH2:8][CH2:9][C:10]([OH:12])=[O:11])[CH2:4][CH3:5] |f:0.1|. Starting materials: CCOCC, Cl, N#CC(F)(F)C(O)(Cn1cncn1)c1ccc(F)cc1F, C1COCCO1, O, CCOP([O-])(=S)SCC. The product is Cl, NC(=S)C(F)(F)C(O)(Cn1cncn1)c1ccc(F)cc1F. As a reaction SMILES: [CH3:39][CH2:40][O:41][CH2:42][CH3:43].[ClH:38].[F:1][c:2]1[c:3]([C:9]([C:10]([C:11]#[N:12])([F:13])[F:14])([CH2:15][n:16]2[n:17][cH:18][n:19][cH:20]2)[OH:21])[cH:4][cH:5][c:6]([F:8])[cH:7]1.[O:32]1[CH2:33][CH2:34][O:35][CH2:36][CH2:37]1.[OH2:31].[P:22](=[S:23])([O-:24])([O:25][CH2:26][CH3:27])[S:28][CH2:29][CH3:30]>>[ClH:38].[F:1][c:2]1[c:3]([C:9]([C:10]([C:11]([NH2:12])=[S:23])([F:13])[F:14])([CH2:15][n:16]2[n:17][cH:18][n:19][cH:20]2)[OH:21])[cH:4][cH:5][c:6]([F:8])[cH:7]1. Run in ClCCl (dichloromethane). The product is C(C)(=O)O[C@H]1[C@@H](O[C@@H]([C@H]1OC(C)=O)C)N1C(=O)N=C(NC(=O)OCC(C)(C)C)C(=C1)F (2',3'-di-O-acetyl-5'-deoxy-5-fluoro-N4 (neopentyloxycarbonyl)cytidine). Procedure details: 5'-Deoxy-2',3'-di-O-acetyl-5-fluorocytidine (1.5 g) and dry pyridine (0.74 ml) were dissolved in dry dichloromethane (15 ml). To the mixture, toluene solution of neopentyl chloroformate (3 eq.) was added dropwise at 0° C., and stirred at room temperature for 1 hour. After the solvent was removed under reduced pressure, the residue was partitioned between ether and saturated aqueous solution of sodium carbonate. The organic layer was successively washed with water and brine, dried over anhydrous ... RXN SMILES: [C:1]([O:4][C@@H:5]1[C@H:9]([O:10][C:11](=[O:13])[CH3:12])[C@@H:8]([CH3:14])[O:7][C@H:6]1[N:15]1[CH:22]=[C:21]([F:23])[C:19]([NH2:20])=[N:18][C:16]1=[O:17])(=[O:3])[CH3:2].N1C=CC=CC=1.C1(C)C=CC=CC=1.Cl[C:38]([O:40][CH2:41][C:42]([CH3:45])([CH3:44])[CH3:43])=[O:39]>ClCCl>[C:1]([O:4][C@@H:5]1[C@H:9]([O:10][C:11](=[O:13])[CH3:12])[C@@H:8]([CH3:14])[O:7][C@H:6]1[N:15]1[CH:22]=[C:21]([F:23])[C:19]([NH:20][C:38]([O:40][CH2:41][C:42]([CH3:45])([CH3:44])[CH3:43])=[O:39])=[N:18][C:16]1=[O:17])(=[O:3])[CH3:2]. Conditions: time 1 hour. Starting materials: C(C)(=O)O[C@H]1[C@@H](O[C@@H]([C@H]1OC(C)=O)C)N1C(=O)N=C(N)C(=C1)F (5'-Deoxy-2',3'-di-O-acetyl-5-fluorocytidine), N1=CC=CC=C1 (pyridine), C1(=CC=CC=C1)C (toluene), ClC(=O)OCC(C)(C)C (neopentyl chloroformate). Reactants: [Cl-].[Al+3].[Cl-].[Cl-] (aluminium chloride), ice, Cl (HCl), CC1(C(NC2=CC=CC=C12)=O)C (1,3-dihydro-3,3-dimethyl-2H-indol-2-one), ClCC(=O)Cl (2-chloroacetyl chloride). Run in CN(C)C=O (DMF). Reaction conditions: temperature 70 celsius, time 15 minute. Product: ClCC(=O)C=1C=C2C(C(NC2=CC1)=O)(C)C (5-(2-Chloroacetyl)-1,3-dihydro-3,3-dimethyl-2H-indol-2-one). RXN SMILES: [Cl-].[Al+3].[Cl-].[Cl-].[CH3:5][C:6]1([CH3:16])[C:14]2[C:9](=[CH:10][CH:11]=[CH:12][CH:13]=2)[NH:8][C:7]1=[O:15].[Cl:17][CH2:18][C:19](Cl)=[O:20].Cl>CN(C=O)C>[Cl:17][CH2:18][C:19]([C:12]1[CH:13]=[C:14]2[C:9](=[CH:10][CH:11]=1)[NH:8][C:7](=[O:15])[C:6]2([CH3:16])[CH3:5])=[O:20] |f:0.1.2.3|. Procedure: 13.3 g aluminium chloride and 2.2 ml DMF were mixed and heated with stirring, at 70° C. during 15 min. After cooling to 40° C., 1.5 g 1,3-dihydro-3,3-dimethyl-2H-indol-2-one and 1.1 g 2-chloroacetyl chloride were added and stirred at 70° C. for 45 min. The mixture was poured onto 50 g ice and 10 ml 10N HCl and extracted with 3×75 ml ethyl acetate. Reactants: ClC1=C(C(=CC=C1)Cl)N1N=C(C2=C(C1=O)C=NC(=N2)NC2=CC=C(C=C2)N2CCN(CC2)C)C2=CC(=NC=C2)C(=O)OC (methyl 4-[6-(2,6-dichlorophenyl)-2-{[4-(4-methylpiperazin-1-yl)phenyl]amino}-5-oxo-5,6-dihydropyrimido[4,5-d]pyridazin-8-yl]pyridine-2-carboxylate), O.[OH-].[Li+] (lithium hydroxide monohydrate), Cl (HCl), CO (Methanol). Conditions: time 2 hour. Procedure details: To a solution of Example 222 (0.36 g, 0.583 mmol) in THF (8 mL) was added lithium hydroxide monohydrate (0.049 g, 1.166 mmol) in water (8 mL). Methanol was added until a transparent solution formed (8 mL). This mixture was stirred at room temperature for 2 hours and acidified to pH 5 with 2N aqueous HCl solution. The mixture was concentrated and the formed solid was collected by filtration, washed with water and dried to give the title compound. MS (DCI/NH3) m/z 604 (M+H)+. Yields the product ClC1=C(C(=CC=C1)Cl)N1N=C(C2=C(C1=O)C=NC(=N2)NC2=CC=C(C=C2)N2CCN(CC2)C)C2=CC(=NC=C2)C(=O)O (4-(6-(2,6-dichlorophenyl)-2-(4-(4-methylpiperazin-1-yl)phenylamino)-5-oxo-5,6-dihydropyrimido[4,5-d]pyridazin-8-yl)picolinic acid). Solvent: C1CCOC1 (THF), O (water). Reaction SMILES: [Cl:1][C:2]1[CH:7]=[CH:6][CH:5]=[C:4]([Cl:8])[C:3]=1[N:9]1[C:14](=[O:15])[C:13]2[CH:16]=[N:17][C:18]([NH:20][C:21]3[CH:26]=[CH:25][C:24]([N:27]4[CH2:32][CH2:31][N:30]([CH3:33])[CH2:29][CH2:28]4)=[CH:23][CH:22]=3)=[N:19][C:12]=2[C:11]([C:34]2[CH:39]=[CH:38][N:37]=[C:36]([C:40]([O:42]C)=[O:41])[CH:35]=2)=[N:10]1.O.[OH-].[Li+].CO.Cl>C1COCC1.O>[Cl:8][C:4]1[CH:5]=[CH:6][CH:7]=[C:2]([Cl:1])[C:3]=1[N:9]1[C:14](=[O:15])[C:13]2[CH:16]=[N:17][C:18]([NH:20][C:21]3[CH:22]=[CH:23][C:24]([N:27]4[CH2:32][CH2:31][N:30]([CH3:33])[CH2:29][CH2:28]4)=[CH:25][CH:26]=3)=[N:19][C:12]=2[C:11]([C:34]2[CH:39]=[CH:38][N:37]=[C:36]([C:40]([OH:42])=[O:41])[CH:35]=2)=[N:10]1 |f:1.2.3|.